Dataset: the Open Reaction Database (ORD), a public repository of structured organic reaction records. Task: describe an organic reaction: reactants, conditions, products, and yield Reactants: C[Si](C)(C)[N-][Si](C)(C)C.[Na+] (NaHMDS), C1(CCCCC1)=O (cyclohexanone), CC(C(C(C(=O)O)=CC1=CC=C(C=C1)F)=O)(C)C (methyl 2-[(4-fluorophenyl)methylene]-4-methyl-3-oxo-pentanoic acid), C(C)(=O)O (acetic acid). Solvent: C1CCOC1 (THF), C1CCOC1 (THF), C1CCOC1 (THF), O (water), C1CCOC1 (THF), C1CCOC1 (THF). Run at temperature -78 celsius, time 15 minute. Yields the product FC1=CC=C(C=C1)C(C(C(=O)OC)C(C(C)C)=O)C1C(CCCC1)=O (methyl 4-fluoro-α-(1-oxo-2-methylpropyl)-β-(2-oxocyclohexyl)benzenepropanoate). RXN SMILES: C[Si]([N-][Si](C)(C)C)(C)C.[Na+].[C:11]1(=[O:17])[CH2:16][CH2:15][CH2:14][CH2:13][CH2:12]1.[CH3:18][C:19]([CH3:35])(C)[C:20](=[O:33])[C:21](=[CH:25][C:26]1[CH:31]=[CH:30][C:29]([F:32])=[CH:28][CH:27]=1)[C:22]([OH:24])=[O:23].[C:36](O)(=O)C>C1COCC1.O>[F:32][C:29]1[CH:30]=[CH:31][C:26]([CH:25]([CH:12]2[CH2:13][CH2:14][CH2:15][CH2:16][C:11]2=[O:17])[CH:21]([C:20](=[O:33])[CH:19]([CH3:35])[CH3:18])[C:22]([O:24][CH3:36])=[O:23])=[CH:27][CH:28]=1 |f:0.1|. Procedure: A NaHMDS solution in THF (112 mL, 1.0 M) was diluted with 50 mL of dry THF and cooled to −78° C. A solution of cyclohexanone (10.6 mL, 102 mmol) in 50 mL of dry THF was added dropwise over 10 min. After the addition, the mixture was allowed to warm to room temperature and stirred at 0° C. for 15 min before it was cooled to −78° C. again. A pre-cooled solution of methyl 2-[(4-fluorophenyl)methylene]-4-methyl-3-oxo-pentanoic acid (30.7 g, 123 mmol) in 30 mL of dry THF at −78° C. was added quickly ... Starting materials: CCCN, CS(C)=O, CCN(C(C)C)C(C)C, Nc1nc(Cl)ccc1C(=O)NCc1ccc(Oc2ccccc2)s1. Product: CCCNc1ccc(C(=O)NCc2ccc(Oc3ccccc3)s2)c(N)n1. As a reaction SMILES: [CH3:25][CH2:26][CH2:27][NH2:28].[CH3:29][S:30]([CH3:31])=[O:32].[CH:33]([N:34]([CH2:35][CH3:36])[CH:37]([CH3:38])[CH3:39])([CH3:40])[CH3:41].[NH2:1][c:2]1[c:3]([C:4](=[O:5])[NH:6][CH2:7][c:8]2[s:9][c:10]([O:13][c:14]3[cH:15][cH:16][cH:17][cH:18][cH:19]3)[cH:11][cH:12]2)[cH:20][cH:21][c:22]([Cl:24])[n:23]1>>[NH2:1][c:2]1[c:3]([C:4](=[O:5])[NH:6][CH2:7][c:8]2[s:9][c:10]([O:13][c:14]3[cH:15][cH:16][cH:17][cH:18][cH:19]3)[cH:11][cH:12]2)[cH:20][cH:21][c:22]([NH:28][CH2:27][CH2:26][CH3:25])[n:23]1.